Dataset: the Open Reaction Database (ORD), a public repository of structured organic reaction records. Task: describe an organic reaction: reactants, conditions, products, and yield The product is COC(=O)C1CCC(CO)CC1. Reaction SMILES: [BH4-:27].[BH4-:29].[CH2:22]1[O:23][CH2:24][CH2:25][CH2:26]1.[CH3:1][N:2]([CH3:3])[CH2:4][CH2:5][N:6]([CH3:7])[CH3:8].[CH3:9][O:10][C:11](=[O:12])[CH:13]1[CH2:14][CH2:15][CH:16]([C:19](=[O:20])[Cl:21])[CH2:17][CH2:18]1.[Zn+2:28]>>[CH3:9][O:10][C:11](=[O:12])[CH:13]1[CH2:14][CH2:15][CH:16]([CH2:19][OH:20])[CH2:17][CH2:18]1. Reactants: [BH4-], [BH4-], C1CCOC1, CN(C)CCN(C)C, COC(=O)C1CCC(C(=O)Cl)CC1, [Zn+2]. RXN SMILES: [OH:1][C:2]1[CH:3]=[CH:4][C:5]2[NH:10][C:9](=[O:11])[O:8][C:7]([CH3:13])([CH3:12])[C:6]=2[CH:14]=1.[Cl:15][C:16]1[CH:21]=[CH:20][C:19]([S:22][CH2:23][CH2:24][CH2:25][CH2:26]Cl)=[CH:18][CH:17]=1>>[Cl:15][C:16]1[CH:17]=[CH:18][C:19]([S:22][CH2:23][CH2:24][CH2:25][CH2:26][O:1][C:2]2[CH:3]=[CH:4][C:5]3[NH:10][C:9](=[O:11])[O:8][C:7]([CH3:12])([CH3:13])[C:6]=3[CH:14]=2)=[CH:20][CH:21]=1. The reactants are OC=1C=CC2=C(C(OC(N2)=O)(C)C)C1 (6-hydroxy-4,4-dimethyl-4H-3,1-benzoxazin-2-one), ClC1=CC=C(C=C1)SCCCCCl (4-(4-chlorophenylmercapto)-butylchloride). Reported procedure: Prepared analogously to Example 5 from 6-hydroxy-4,4-dimethyl-4H-3,1-benzoxazin-2-one and 4-(4-chlorophenylmercapto)-butylchloride. Product: ClC1=CC=C(C=C1)SCCCCOC=1C=CC2=C(C(OC(N2)=O)(C)C)C1 (6-[4-(4-Chlorophenylmercapto)-butoxy]-4,4-dimethyl-4H-3,1-benzoxazin-2-one). Starting materials: O=C(Cl)c1ccccc1, Nc1cccnc1Cl, c1ccncc1. Product: O=C(Nc1cccnc1Cl)c1ccccc1. RXN SMILES: [C:1]([c:2]1[cH:3][cH:4][cH:5][cH:6][cH:7]1)(=[O:8])[Cl:9].[NH2:10][c:11]1[c:12]([Cl:17])[n:13][cH:14][cH:15][cH:16]1.[cH:18]1[cH:19][cH:20][n:21][cH:22][cH:23]1>>[C:1]([c:2]1[cH:3][cH:4][cH:5][cH:6][cH:7]1)(=[O:8])[NH:10][c:11]1[c:12]([Cl:17])[n:13][cH:14][cH:15][cH:16]1. Reactants: [BH4-].[Na+] (sodium borohydride), FC1=CC2=C(OC3=C(C(=C2)N2CCN(CC2)C)C=CC=C3)C=C1 (2-fluoro-dibenzo[b,f]oxepin-10-yl-4-methyl-piperazine). Conditions: time 1 hour. Product: FC1=CC2=C(OC3=C(C(C2)N2CCN(CC2)C)C=CC=C3)C=C1 (1-[2-fluoro-10,11-dihydro-dibenzo [b,f]-oxepin-10-yl]-4-methyl-piperazine). As a reaction SMILES: [BH4-].[Na+].[F:3][C:4]1[CH:25]=[CH:24][C:7]2[O:8][C:9]3[CH:23]=[CH:22][CH:21]=[CH:20][C:10]=3[C:11]([N:13]3[CH2:18][CH2:17][N:16]([CH3:19])[CH2:15][CH2:14]3)=[CH:12][C:6]=2[CH:5]=1>>[F:3][C:4]1[CH:25]=[CH:24][C:7]2[O:8][C:9]3[CH:23]=[CH:22][CH:21]=[CH:20][C:10]=3[CH:11]([N:13]3[CH2:18][CH2:17][N:16]([CH3:19])[CH2:15][CH2:14]3)[CH2:12][C:6]=2[CH:5]=1 |f:0.1|. Reported procedure: 6.15 g. of sodium borohydride are added in small portions over a period of 15 minutes to a solution of 12.3 g. of 1-[2-fluoro-dibenzo[b,f]oxepin-10-yl-4-methyl-piperazine in 185 ml. of glacial acid with cooling in such a manner that the temperature does not exceed 25° C. The mixture is stirred for an additional 1 hour at room temperature and the acetic acid is then evaporated in vacuo. The residue is partitioned between 3-N sodium hydroxide solution and chloroform. The aqueous phase is separated...